Dataset: the Open Reaction Database (ORD), a public repository of structured organic reaction records. Task: describe an organic reaction: reactants, conditions, products, and yield The reactants are COC(=O)C(C)(C)Br, O=C([O-])[O-], Cc1cc(C)c(C)c(O)c1, CS(C)=O, [K+], [K+], O. RXN SMILES: [Br:11][C:12]([C:13](=[O:14])[O:15][CH3:16])([CH3:17])[CH3:18].[C:19](=[O:20])([O-:21])[O-:22].[CH3:1][c:2]1[cH:3][c:4]([CH3:5])[c:6]([CH3:7])[c:8]([OH:9])[cH:10]1.[CH3:26][S:27]([CH3:28])=[O:29].[K+:23].[K+:24].[OH2:25]>>[CH3:1][c:2]1[cH:3][c:4]([CH3:5])[c:6]([CH3:7])[c:8]([O:9][C:12]([C:13](=[O:14])[O:15][CH3:16])([CH3:17])[CH3:18])[cH:10]1. Yields the product COC(=O)C(C)(C)Oc1cc(C)cc(C)c1C. Starting materials: COc1ccc2c(OC3CC4C(=O)NC5(C(=O)NS(=O)(=O)C6CC6)CC5C=CCCCCCCC(=O)N4C3)cc(-c3nc(C(C)C)cs3)nc2c1, COc1ccc2c(OC3CC4C(=O)NC5(C(=O)O)CC5C=CCCCCCC(C)(C)C(=O)N4C3)cc(-c3nc(C(C)C)cs3)nc2c1Cl. Yields the product COc1ccc2c(OC3CC4C(=O)NC5(C(=O)NS(=O)(=O)C6CC6)CC5C=CCCCCCC(C)(C)C(=O)N4C3)cc(-c3nc(C(C)C)cs3)nc2c1Cl. As a reaction SMILES: [CH:49]([c:50]1[n:51][c:52](-[c:53]2[cH:54][c:55]([O:56][CH:57]3[CH2:58][CH:59]4[N:60]([C:61](=[O:62])[CH2:63][CH2:64][CH2:65][CH2:66][CH2:67][CH2:68][CH:69]=[CH:70][CH:71]5[C:72]([C:73](=[O:74])[NH:90][S:91](=[O:92])(=[O:93])[CH:94]6[CH2:95][CH2:96]6)([NH:75][C:76]4=[O:77])[CH2:78]5)[CH2:79]3)[c:80]3[c:81]([cH:82][c:83]([O:84][CH3:85])[cH:86][cH:87]3)[n:88]2)[s:89][cH:97]1)([CH3:98])[CH3:99].[Cl:1][c:2]1[c:3]([O:47][CH3:48])[cH:4][cH:5][c:6]2[c:7]([O:20][CH:21]3[CH2:22][N:23]4[C:24](=[O:46])[C:25]([CH3:44])([CH3:45])[CH2:26][CH2:27][CH2:28][CH2:29][CH2:30][CH:31]=[CH:32][CH:33]5[CH2:34][C:35]5([C:41](=[O:42])[OH:43])[NH:36][C:37](=[O:40])[CH:38]4[CH2:39]3)[cH:8][c:9](-[c:12]3[s:13][cH:14][c:15]([CH:17]([CH3:18])[CH3:19])[n:16]3)[n:10][c:11]12>>[Cl:1][c:2]1[c:3]([O:47][CH3:48])[cH:4][cH:5][c:6]2[c:7]([O:20][CH:21]3[CH2:22][N:23]4[C:24](=[O:46])[C:25]([CH3:44])([CH3:45])[CH2:26][CH2:27][CH2:28][CH2:29][CH2:30][CH:31]=[CH:32][CH:33]5[CH2:34][C:35]5([C:41](=[O:43])[NH:90][S:91](=[O:92])(=[O:93])[CH:94]5[CH2:95][CH2:96]5)[NH:36][C:37](=[O:40])[CH:38]4[CH2:39]3)[cH:8][c:9](-[c:12]3[s:13][cH:14][c:15]([CH:17]([CH3:18])[CH3:19])[n:16]3)[n:10][c:11]12. Reactants: CCOC(=O)Cc1cccc(NC(=O)c2cccc(Br)n2)c1, OB(O)c1ccccc1. Product: CCOC(=O)Cc1cccc(NC(=O)c2cccc(-c3ccccc3)n2)c1. As a reaction SMILES: [CH2:1]([CH3:2])[O:3][C:4]([CH2:5][c:6]1[cH:7][c:8]([NH:12][C:13](=[O:14])[c:15]2[n:16][c:17]([Br:21])[cH:18][cH:19][cH:20]2)[cH:9][cH:10][cH:11]1)=[O:22].[OH:23][B:24]([OH:25])[c:26]1[cH:27][cH:28][cH:29][cH:30][cH:31]1>>[CH2:1]([CH3:2])[O:3][C:4]([CH2:5][c:6]1[cH:7][c:8]([NH:12][C:13](=[O:14])[c:15]2[n:16][c:17](-[c:26]3[cH:27][cH:28][cH:29][cH:30][cH:31]3)[cH:18][cH:19][cH:20]2)[cH:9][cH:10][cH:11]1)=[O:22]. Starting materials: CC(C)N1Cc2cc(Br)ccc2C1=O, CN1C(=O)CN(Cc2ccc(B3OC(C)(C)C(C)(C)O3)cc2)C1=O, C1CCC(P(C2CCCCC2)C2CCCCC2)CC1, ClCCl, [K+], [K+], [K+], C1COCCO1, O, O=P([O-])([O-])[O-]. Product: CC(C)N1Cc2cc(-c3ccc(CN4CC(=O)N(C)C4=O)cc3)ccc2C1=O. RXN SMILES: [Br:1][c:2]1[cH:3][c:4]2[c:8]([cH:9][cH:10]1)[C:7](=[O:11])[N:6]([CH:12]([CH3:13])[CH3:14])[CH2:5]2.[CH3:15][N:16]1[C:17](=[O:38])[N:18]([CH2:22][c:23]2[cH:24][cH:25][c:26]([B:29]3[O:30][C:31]([CH3:32])([CH3:33])[C:34]([CH3:35])([CH3:36])[O:37]3)[cH:27][cH:28]2)[CH2:19][C:20]1=[O:21].[CH:39]1([P:40]([CH:41]2[CH2:42][CH2:43][CH2:44][CH2:45][CH2:46]2)[CH:47]2[CH2:48][CH2:49][CH2:50][CH2:51][CH2:52]2)[CH2:53][CH2:54][CH2:55][CH2:56][CH2:57]1.[Cl:73][CH2:74][Cl:75].[K+:63].[K+:64].[K+:65].[O:66]1[CH2:67][CH2:68][O:69][CH2:70][CH2:71]1.[OH2:72].[P:58]([O-:59])([O-:60])([O-:61])=[O:62]>>[c:2]1(-[c:26]2[cH:25][cH:24][c:23]([CH2:22][N:18]3[C:17](=[O:38])[N:16]([CH3:15])[C:20](=[O:21])[CH2:19]3)[cH:28][cH:27]2)[cH:3][c:4]2[c:8]([cH:9][cH:10]1)[C:7](=[O:11])[N:6]([CH:12]([CH3:13])[CH3:14])[CH2:5]2.